From a dataset of the Open Reaction Database (ORD), a public repository of structured organic reaction records. describe an organic reaction: reactants, conditions, products, and yield Yields the product CN1CC(=NC=C1)CC(CC)=S(=O)=O (1-Methyl-3-(2-sulfonylbutyl)pyrazine). Reported procedure: 3.2 g of 2-(2-sulfonylbutyl)pyrazine (900) was added to a solution of 10 ml methyl iodide/25 ml methanol and the mixture refluxed for 4 days. It was then concentrated and purified by gel permeation chromatography (Biogel P-2/water). Freeze-drying gave 2.9 g of an amorphous solid (1000) which was crystallized from ethyl acetate/propanol, m.p. 224°-5° (dec.). UV H2O max: 283 (3.88). RXN SMILES: [Na].[S:2](=[C:5]([CH2:13][CH3:14])[CH2:6][C:7]1[CH:12]=[N:11][CH:10]=[CH:9][N:8]=1)(=[O:4])=[O:3].[CH3:15]I>>[CH3:15][N:11]1[CH:10]=[CH:9][N:8]=[C:7]([CH2:6][C:5](=[S:2](=[O:4])=[O:3])[CH2:13][CH3:14])[CH2:12]1 |f:0.1,^1:0|. Starting materials: [Na].S(=O)(=O)=C(CC1=NC=CN=C1)CC (2-(2-Sulfonylbutyl)pyrazine sodium salt), CI (methyl iodide).